From a dataset of the Open Reaction Database (ORD), a public repository of structured organic reaction records. describe an organic reaction: reactants, conditions, products, and yield Starting materials: CCCC[Sn](CCCC)(CCCC)C(I)CC(C)(C)c1ccc(F)cc1, C1CCC2=NCCCN2CC1, C1CCOC1, O. Product: CCCC[Sn](C=CC(C)(C)c1ccc(F)cc1)(CCCC)CCCC. Reaction SMILES: [F:1][c:2]1[cH:3][cH:4][c:5]([C:8]([CH2:9][CH:10]([Sn:11]([CH2:12][CH2:13][CH2:14][CH3:15])([CH2:16][CH2:17][CH2:18][CH3:19])[CH2:20][CH2:21][CH2:22][CH3:23])[I:24])([CH3:25])[CH3:26])[cH:6][cH:7]1.[N:27]12[CH2:28][CH2:29][CH2:30][N:31]=[C:32]1[CH2:33][CH2:34][CH2:35][CH2:36][CH2:37]2.[O:39]1[CH2:40][CH2:41][CH2:42][CH2:43]1.[OH2:38]>>[F:1][c:2]1[cH:3][cH:4][c:5]([C:8]([CH:9]=[CH:10][Sn:11]([CH2:12][CH2:13][CH2:14][CH3:15])([CH2:16][CH2:17][CH2:18][CH3:19])[CH2:20][CH2:21][CH2:22][CH3:23])([CH3:25])[CH3:26])[cH:6][cH:7]1. Reactants: ClC1=CC(=C2C(=N1)N(C=N2)CC2=CC=CC1=CC=CC=C21)Cl (5,7-Dichloro-3-(1-naphthalenylmethyl)-3H-imidazo[4,5-b]pyridine), C[O-].[Na+] (sodium methoxide). Run in CO (Methanol), O (water). Product: ClC1=CC(=C2C(=N1)N(C=N2)CC2=CC=CC1=CC=CC=C21)OC (5-chloro-7-(methyloxy)-3-(1-naphthalenylmethyl)-3H-imidazo[4,5-b]pyridine). Isolated yield 69.6%. Reaction SMILES: [Cl:1][C:2]1[N:7]=[C:6]2[N:8]([CH2:11][C:12]3[C:21]4[C:16](=[CH:17][CH:18]=[CH:19][CH:20]=4)[CH:15]=[CH:14][CH:13]=3)[CH:9]=[N:10][C:5]2=[C:4](Cl)[CH:3]=1.[CH3:23][O-:24].[Na+]>CO.O>[Cl:1][C:2]1[N:7]=[C:6]2[N:8]([CH2:11][C:12]3[C:21]4[C:16](=[CH:17][CH:18]=[CH:19][CH:20]=4)[CH:15]=[CH:14][CH:13]=3)[CH:9]=[N:10][C:5]2=[C:4]([O:24][CH3:23])[CH:3]=1 |f:1.2|. Procedure details: 5,7-Dichloro-3-(1-naphthalenylmethyl)-3H-imidazo[4,5-b]pyridine (150 mg, 0.457 mmol) and sodium methoxide (0.157 mL, 0.686 mmol) in Methanol (1.5 mL) were irradiated in a microwave oven for 1 h at 110° C. The mixture was diluted with water, the precipitate was collected, washed with water, dried to give 5-chloro-7-(methyloxy)-3-(1-naphthalenylmethyl)-3H-imidazo[4,5-b]pyridine (143 mg, 0.318 mmol, 69.6% yield) which was used as is in the next step. MS (ES+) m/e 324 (MH+); 1H NMR (400 MHz, DMSO-d6... Reactants: C(C)OC(=O)C=1C=NN(C1C)C1=NC=C(C=C1)Br (1-(5-Bromopyridin-2-yl)-5-methyl-1H-pyrazole-4-carboxylic acid ethyl ester), C(C)O (ethanol), aqueous solution, [OH-].[Na+] (sodium hydroxide). The solvent is O (water). Reaction conditions: temperature 80 celsius, time 5 hour. The product is BrC=1C=CC(=NC1)N1N=CC(=C1C)C(=O)O (1-(5-Bromopyridine-2-yl)-5-methyl-1H-pyrazole-4-carboxylic acid). Isolated yield 63.1%. As a reaction SMILES: C([O:3][C:4]([C:6]1[CH:7]=[N:8][N:9]([C:12]2[CH:17]=[CH:16][C:15]([Br:18])=[CH:14][N:13]=2)[C:10]=1[CH3:11])=[O:5])C.C(O)C.[OH-].[Na+]>O>[Br:18][C:15]1[CH:16]=[CH:17][C:12]([N:9]2[C:10]([CH3:11])=[C:6]([C:4]([OH:5])=[O:3])[CH:7]=[N:8]2)=[N:13][CH:14]=1 |f:2.3|. Procedure details: 1-(5-Bromopyridin-2-yl)-5-methyl-1H-pyrazole-4-carboxylic acid ethyl ester (3.1 g) was added to ethanol (20 ml), water (10 ml) and 4N aqueous solution of sodium hydroxide (10 ml), stirred at 80° C. for five hours, and the solvent was evaporated in vacuo. 1N Hydrochloric acid aqueous solution was added to the residue at 0° C. and the precipitated solid was washed with water to give the titled compound (1.78 g) as a white solid. Reactants: CN1C(=O)N(C(=O)CC1=O)C (1,3-dimethylbarbituric acid), C1=CC=CC=2C3=CC=CC=C3C(C12)C(=O)O (9-fluorenylcarboxylic acid), C1(CCCCC1)N=C=NC1CCCCC1 (1,3-dicyclohexylcarbodiimide). Reagents/catalysts: CN(C1=CC=NC=C1)C (4-dimethylaminopyridine). Solvent: C(Cl)Cl (CH2Cl2). Run at temperature 0 celsius, time 8 hour. Yields the product C1=CC=CC=2C3=CC=CC=C3C(C12)C(=O)C1C(N(C(N(C1=O)C)=O)C)=O (5-(9-Fluorenylcarbonyl)-1,3-Dimethyl-2,4,6(1H,3H,5H)-Pyrimidinetrione). Yield: 51.1%. As a reaction SMILES: [CH3:1][N:2]1[C:9](=[O:10])[CH2:8][C:6](=[O:7])[N:5]([CH3:11])[C:3]1=[O:4].[CH:12]1[C:24]2[CH:23]([C:25](O)=[O:26])[C:22]3[C:17](=[CH:18][CH:19]=[CH:20][CH:21]=3)[C:16]=2[CH:15]=[CH:14][CH:13]=1.C1(N=C=NC2CCCCC2)CCCCC1>CN(C)C1C=CN=CC=1.C(Cl)Cl>[CH:12]1[C:24]2[CH:23]([C:25]([CH:8]3[C:9](=[O:10])[N:2]([CH3:1])[C:3](=[O:4])[N:5]([CH3:11])[C:6]3=[O:7])=[O:26])[C:22]3[C:17](=[CH:18][CH:19]=[CH:20][CH:21]=3)[C:16]=2[CH:15]=[CH:14][CH:13]=1. Procedure: A mixture of 1,3-dimethylbarbituric acid (2.5 g, 16.01 mmol), 9-fluorenylcarboxylic acid (5.05 g, 24.01 mmol), 4-dimethylaminopyridine (0.98 g, 8.00 mmol) in dry CH2Cl2 (15 ml) was cooled to 0° C. and 1,3-dicyclohexylcarbodiimide (3.30 g, 16.01 mmol) added. The reaction mixture was stirred at room temperature overnight and filtered. The solid was washed with CH2Cl2 (50 ml) and the combined solution was washed with 2 N HCl solution (5 ml). The organic phase was dried over MgSO4 and evaporated. Th... Starting materials: Cl, CC(C)(C)OC(=O)NC1CC(C(=O)N(Cc2ccccc2Cl)C2CC2)CN(C(=O)OCC2c3ccccc3-c3ccccc32)C1. Product: NC1CC(C(=O)N(Cc2ccccc2Cl)C2CC2)CN(C(=O)OCC2c3ccccc3-c3ccccc32)C1. RXN SMILES: [ClH:46].[cH:1]1[cH:2][cH:3][cH:4][c:5]2[c:13]1[CH:12]([CH2:14][O:15][C:16](=[O:17])[N:18]1[CH2:19][CH:20]([NH:38][C:39]([O:40][C:41]([CH3:42])([CH3:43])[CH3:44])=[O:45])[CH2:21][CH:22]([C:24]([N:25]([CH:26]3[CH2:27][CH2:28]3)[CH2:29][c:30]3[c:31]([Cl:36])[cH:32][cH:33][cH:34][cH:35]3)=[O:37])[CH2:23]1)[c:11]1[c:6]-2[cH:7][cH:8][cH:9][cH:10]1>>[cH:1]1[cH:2][cH:3][cH:4][c:5]2[c:13]1[CH:12]([CH2:14][O:15][C:16](=[O:17])[N:18]1[CH2:19][CH:20]([NH2:38])[CH2:21][CH:22]([C:24]([N:25]([CH:26]3[CH2:27][CH2:28]3)[CH2:29][c:30]3[c:31]([Cl:36])[cH:32][cH:33][cH:34][cH:35]3)=[O:37])[CH2:23]1)[c:11]1[c:6]-2[cH:7][cH:8][cH:9][cH:10]1.